This data is from the Open Reaction Database (ORD), a public repository of structured organic reaction records. The task is: describe an organic reaction: reactants, conditions, products, and yield The reactants are [OH-].[NH4+] (Ammonium hydroxide), N(=[N+]=[N-])C1=C2/C(/C(NC2=CC=C1[N+](=O)[O-])=O)=C/C=1NC=CC1OC ((Z)-4-azido-1,3-dihydro-3-[(3-methoxy-1H-pyrrol-2-yl)methylene]-5-nitro-2H-indol-2-one), [H][H] (hydrogen). The reagents and catalysts are [Pt] (platinum on carbon). Run in C1CCOC1 (THF). The product is NC1=C2/C(/C(NC2=CC=C1N)=O)=C/C=1NC=CC1OC ((Z)-4,5-diamino-1,3-dihydro-3-[(3-methoxy-1H-pyrrol-2-yl)methylene]-2H-indol-2-one). RXN SMILES: [N:1]([C:4]1[C:12]([N+:13]([O-])=O)=[CH:11][CH:10]=[C:9]2[C:5]=1/[C:6](=[CH:17]/[C:18]1[NH:19][CH:20]=[CH:21][C:22]=1[O:23][CH3:24])/[C:7](=[O:16])[NH:8]2)=[N+]=[N-].[OH-].[NH4+].[H][H]>C1COCC1.[Pt]>[NH2:1][C:4]1[C:12]([NH2:13])=[CH:11][CH:10]=[C:9]2[C:5]=1/[C:6](=[CH:17]/[C:18]1[NH:19][CH:20]=[CH:21][C:22]=1[O:23][CH3:24])/[C:7](=[O:16])[NH:8]2 |f:1.2|. Procedure: (Z)-4-Azido-1,3-dihydro-3-[(3-methoxy-1H-pyrrol-2-yl)methylene]-5-nitro-2H-indol-2-one (2.08 g, 6.37 mmol) (from Example 14) was dissolved in THF (160 mL) at r.t. Ammonium hydroxide was added (2 mL), followed by a catalytic amount of poisoned platinum on carbon (300 mg). The reaction mixture was hydrogenated in a Parr bomb under 50 psi of hydrogen for 12 h. The mixture was filtered through a cake of Celite®, the cake was washed twice with THF, and the filtrate was concentrated under reduced pres... The reactants are C(C)(=O)O (acetic acid), COC (dimethyl ether), RhCl(CO)(Pφ3)2, CI (methyl iodide), C(C)(=O)O (acetic acid), [C]=O (carbon monoxide). The product is C(C)(=O)OC1=CC=CC=C1 (phenyl acetate). Reaction SMILES: [CH3:1][O:2][CH3:3].CI.[C]=O.[C:8](O)(=O)[CH3:9]>>[C:1]([O:2][C:3]1[CH:9]=[CH:8][CH:3]=[CH:9][CH:8]=1)(=[O:2])[CH3:1] |^3:5|. Procedure: A 300-ml autoclave equipped with an agitator was charged with 23 g of dimethyl ether, 56.4 g of phenyl, 30 g of acetic acid, 1.0 g of RhCl(CO)(Pφ3)2 and 14.2 g of methyl iodide, following which the reaction was carried out at 190° C. and a carbon monoxide pressure of 30 kg/cm2 gauge (total pressure of 50 kg/cm2 gauge). The yields of acetic acid and phenyl acetate were 97.3% and 97.2%, respectively. The reaction was repeated several times, and the resulting reaction product liquids were collected... Starting materials: CC(C)I, CCOC(=O)C(=NO)C(C)=O. Yields the product CCOC(=O)C(=NOC(C)C)C(C)=O. RXN SMILES: [I:12][CH:13]([CH3:14])[CH3:15].[OH:1][N:2]=[C:3]([C:4](=[O:5])[O:6][CH2:7][CH3:8])[C:9]([CH3:10])=[O:11]>>[O:1]([N:2]=[C:3]([C:4](=[O:5])[O:6][CH2:7][CH3:8])[C:9]([CH3:10])=[O:11])[CH:13]([CH3:14])[CH3:15]. Reactants: Cl.C(C1=CC=CC=C1)OC(C1=CC=C(C=C1)OCCCN(C(C)C)C)=O (benzyl-4-[3-(N-methyl-N-isopropylamino)-propoxy]benzoate hydrogen chloride), C(C)(C)O (isopropyl alcohol). Reagents/catalysts: [Pd] (palladium on carbon). The solvent is C(C)O (Ethanol). Conditions: time 16 hour. Yields the product Cl.CN(C(C)C)CCCOC1=CC=C(C(=O)O)C=C1 (4-[3-(N-methyl-N-isopropylamino)propoxy]benzoic acid hydrogen chloride). The yield is 75.3%. RXN SMILES: [ClH:1].C([O:9][C:10](=[O:26])[C:11]1[CH:16]=[CH:15][C:14]([O:17][CH2:18][CH2:19][CH2:20][N:21]([CH3:25])[CH:22]([CH3:24])[CH3:23])=[CH:13][CH:12]=1)C1C=CC=CC=1.C(O)(C)C>[Pd].C(O)C>[ClH:1].[CH3:25][N:21]([CH2:20][CH2:19][CH2:18][O:17][C:14]1[CH:13]=[CH:12][C:11]([C:10]([OH:26])=[O:9])=[CH:16][CH:15]=1)[CH:22]([CH3:24])[CH3:23] |f:0.1,5.6|. Reported procedure: A mixture of benzyl-4-[3-(N-methyl-N-isopropylamino)-propoxy]benzoate hydrogen chloride (300 mg), isopropyl alcohol (20 ml) and a catalyst of palladium on carbon (10% w/w, 30 mg) was hydrogenated at ambient temperature and pressure for 16 hours. Ethanol was then added to dissolve precipitated product and the mixture was then filtered to remove inorganic material. The filtrate was evaporated to give 4-[3-(N-methyl-N-isopropylamino)propoxy]benzoic acid hydrogen chloride as a solid (172 mg), m.p. 1... Starting materials: ClC=1C=C(C=CC1OC(C)C)C1=NC(=NS1)C1=C(C(=CC=C1)\C=C\OC)CC (5-{3-chloro-4-[(1-methylethyl)oxy]phenyl}-3-{2-ethyl-3-[(E)-2-(methyloxy)ethenyl]phenyl}-1,2,4-thiadiazole). The reagents and catalysts are Cl (hydrochloric acid). Run in O1CCCC1 (tetrahydrofuran). Reaction conditions: temperature 70 celsius, time 4 hour. Product: ClC=1C=C(C=CC1OC(C)C)C1=NC(=NS1)C=1C(=C(C=CC1)CC=O)CC ([3-(5-{3-chloro-4-[(1-methylethyl)oxy]phenyl}-1,2,4-thiadiazol-3-yl)-2-ethylphenyl]acetaldehyde). Yield: 99.2%. Reaction SMILES: [Cl:1][C:2]1[CH:3]=[C:4]([C:12]2[S:16][N:15]=[C:14]([C:17]3[CH:22]=[CH:21][CH:20]=[C:19](/[CH:23]=[CH:24]/[O:25]C)[C:18]=3[CH2:27][CH3:28])[N:13]=2)[CH:5]=[CH:6][C:7]=1[O:8][CH:9]([CH3:11])[CH3:10]>O1CCCC1.Cl>[Cl:1][C:2]1[CH:3]=[C:4]([C:12]2[S:16][N:15]=[C:14]([C:17]3[C:18]([CH2:27][CH3:28])=[C:19]([CH2:23][CH:24]=[O:25])[CH:20]=[CH:21][CH:22]=3)[N:13]=2)[CH:5]=[CH:6][C:7]=1[O:8][CH:9]([CH3:11])[CH3:10]. Procedure: To a solution of 5-{3-chloro-4-[(1-methylethyl)oxy]phenyl}-3-{2-ethyl-3-[(E)-2-(methyloxy)ethenyl]phenyl}-1,2,4-thiadiazole (D51) (313 mg) in tetrahydrofuran (THF) (20 mL) stirred under nitrogen at room temperature was added 14 drops 2M hydrochloric acid. The reaction mixture was stirred at 70° C. for 4 h. After cooling the reaction, the solution was condensed under reduced pressure to give [3-(5-{3-chloro-4-[(1-methylethyl)oxy]phenyl}-1,2,4-thiadiazol-3-yl)-2-ethylphenyl]acetaldehyde (D52) (300... The reactants are CCC(O)(CC)c1ccc(-c2ccc(C(CC)(CC)c3ccc(OCC4CCC(=O)O4)c(C)c3)cc2C)o1, CO, [K+], C1CCOC1, [OH-]. Product: CCC(O)(CC)c1ccc(-c2ccc(C(CC)(CC)c3ccc(OCC(O)CCC(=O)O)c(C)c3)cc2C)o1. RXN SMILES: [CH2:3]([CH3:4])[C:5]([CH2:6][CH3:7])([c:8]1[cH:9][c:10]([CH3:25])[c:11](-[c:14]2[o:15][c:16]([C:19]([CH2:20][CH3:21])([OH:22])[CH2:23][CH3:24])[cH:17][cH:18]2)[cH:12][cH:13]1)[c:26]1[cH:27][c:28]([CH3:40])[c:29]([O:30][CH2:31][CH:32]2[CH2:33][CH2:34][C:35](=[O:37])[O:36]2)[cH:38][cH:39]1.[CH3:41][OH:42].[K+:2].[O:43]1[CH2:44][CH2:45][CH2:46][CH2:47]1.[OH-:1]>>[OH:1][CH:32]([CH2:31][O:30][c:29]1[c:28]([CH3:40])[cH:27][c:26]([C:5]([CH2:3][CH3:4])([CH2:6][CH3:7])[c:8]2[cH:9][c:10]([CH3:25])[c:11](-[c:14]3[o:15][c:16]([C:19]([CH2:20][CH3:21])([OH:22])[CH2:23][CH3:24])[cH:17][cH:18]3)[cH:12][cH:13]2)[cH:39][cH:38]1)[CH2:33][CH2:34][C:35]([OH:36])=[O:37].